From a dataset of the Open Reaction Database (ORD), a public repository of structured organic reaction records. describe an organic reaction: reactants, conditions, products, and yield Starting materials: O=C1CCCCC1c1cncc(Br)c1, CCCC[O-], CI, [K], C1CCOC1, S=C=S. Product: CSC(=S)C1(c2cncc(Br)c2)CCCCC1=O. As a reaction SMILES: [Br:1][c:2]1[cH:3][c:4]([CH:8]2[C:9](=[O:14])[CH2:10][CH2:11][CH2:12][CH2:13]2)[cH:5][n:6][cH:7]1.[CH3:16][CH2:17][CH2:18][CH2:19][O-:20].[CH3:21][I:22].[K:15].[O:26]1[CH2:27][CH2:28][CH2:29][CH2:30]1.[S:23]=[C:24]=[S:25]>>[Br:1][c:2]1[cH:3][c:4]([C:8]2([C:24](=[S:23])[S:25][CH3:21])[C:9](=[O:14])[CH2:10][CH2:11][CH2:12][CH2:13]2)[cH:5][n:6][cH:7]1.